From a dataset of the Open Reaction Database (ORD), a public repository of structured organic reaction records. describe an organic reaction: reactants, conditions, products, and yield Starting materials: CS(=O)(=O)C1=NC=CC(=C1)[C@H](CC=O)NC(=O)C=1C2=C(C=NC1)N(N=C2)C2=CC=C(C=C2)F (1-(4-fluorophenyl)-1H-pyrazolo[3,4-c]pyridine-4-carboxylic acid[(S)-1-(2-methanesulfonyl-pyridin-4-yl)-3-oxo-propyl]-amide), ClC(C)Cl (dichloroethane), C(C)(=O)O[BH-](OC(C)=O)OC(C)=O.[Na+] (sodium triacetoxyborohydride). Solvent: CC#N (CH3CN). Run at time 36 hour. The product is OCC[C@@H](C1=CC(=NC=C1)S(=O)(=O)C)NC(=O)C=1C2=C(C=NC1)N(N=C2)C2=CC=C(C=C2)F (1-(4-Fluorophenyl)-1H-pyrazolo[3,4-c]pyridine-4-carboxylic acid[(S)-3-hydroxy-1-(2-methanesulfonyl-pyridin-4-yl)-propyl]-amide). RXN SMILES: [CH3:1][S:2]([C:5]1[CH:10]=[C:9]([C@@H:11]([NH:15][C:16]([C:18]2[C:19]3[CH:26]=[N:25][N:24]([C:27]4[CH:32]=[CH:31][C:30]([F:33])=[CH:29][CH:28]=4)[C:20]=3[CH:21]=[N:22][CH:23]=2)=[O:17])[CH2:12][CH:13]=[O:14])[CH:8]=[CH:7][N:6]=1)(=[O:4])=[O:3].ClC(Cl)C.C(O[BH-](OC(=O)C)OC(=O)C)(=O)C.[Na+]>CC#N>[OH:14][CH2:13][CH2:12][C@H:11]([NH:15][C:16]([C:18]1[C:19]2[CH:26]=[N:25][N:24]([C:27]3[CH:28]=[CH:29][C:30]([F:33])=[CH:31][CH:32]=3)[C:20]=2[CH:21]=[N:22][CH:23]=1)=[O:17])[C:9]1[CH:8]=[CH:7][N:6]=[C:5]([S:2]([CH3:1])(=[O:3])=[O:4])[CH:10]=1 |f:2.3|. Reported procedure: To a room temperature solution of 1-(4-fluorophenyl)-1H-pyrazolo[3,4-c]pyridine-4-carboxylic acid[(S)-1-(2-methanesulfonyl-pyridin-4-yl)-3-oxo-propyl]-amide (0.10 mg, 0.21 mmol) in a 9:1 mixture of dichloroethane in CH3CN (5 mL) was added sodium triacetoxyborohydride (181 mg, 0.854 mmol). After 36 hours, the reaction mixture was quenched with saturated aqueous sodium bicarbonate (10 mL) and the aqueous layer was extracted with dichloromethane (3×10 mL). The combined organic layers were dried ove... Starting materials: C(C)(=O)N1CC2=CC(=CC=C2C(C1)(C)C)NC(C1=C(N=CC=C1)NCC1=CC=C2C(=N1)NC=C2)=O (N-(2-Acetyl-4,4-dimethyl-1,2,3,4-tetrahydroisoquinolin-7-yl)-2-[(1H-pyrrolo[2,3-b]pyridin-6-ylmethyl)amino]nicotinamide), Cl (HCl), C(=O)(O)[O-].[Na+] (NaHCO3). Run in CCO (EtOH). Reaction conditions: temperature 75 celsius. Yields the product CC1(CNCC2=CC(=CC=C12)NC(C1=C(N=CC=C1)NCC1=CC=C2C(=N1)NC=C2)=O)C (N-(4,4-Dimethyl-1,2,3,4-tetrahydro-isoquinolin-7-yl)-2-[(1H-pyrrolo[2,3-b]pyridin-6-ylmethyl)-amino]-nicotinamide). RXN SMILES: C([N:4]1[CH2:13][C:12]([CH3:15])([CH3:14])[C:11]2[C:6](=[CH:7][C:8]([NH:16][C:17](=[O:35])[C:18]3[CH:23]=[CH:22][CH:21]=[N:20][C:19]=3[NH:24][CH2:25][C:26]3[N:31]=[C:30]4[NH:32][CH:33]=[CH:34][C:29]4=[CH:28][CH:27]=3)=[CH:9][CH:10]=2)[CH2:5]1)(=O)C.Cl.C([O-])(O)=O.[Na+]>CCO>[CH3:14][C:12]1([CH3:15])[C:11]2[C:6](=[CH:7][C:8]([NH:16][C:17](=[O:35])[C:18]3[CH:23]=[CH:22][CH:21]=[N:20][C:19]=3[NH:24][CH2:25][C:26]3[N:31]=[C:30]4[NH:32][CH:33]=[CH:34][C:29]4=[CH:28][CH:27]=3)=[CH:9][CH:10]=2)[CH2:5][NH:4][CH2:13]1 |f:2.3|. Procedure: N-(2-Acetyl-4,4-dimethyl-1,2,3,4-tetrahydro-isoquinolin-7-yl)-2-[(1H-pyrrolo[2,3-b]pyridin-6-ylmethyl)amino]nicotinamide (0.180 g, 0.384 mmol, Example 2) was dissolved into 10 mL of EtOH and 5 mL of concentrated HCl was added. The mixture was heated to 75° C. for 4 days. The volume was reduced to ⅓. Sat'd. NaHCO3 was added until the solution became cloudy. The aqueous phase was extracted with CH2Cl2 and the combined organic phases were dried over Na2SO4, filtered and concentrated to give a brown...